From a dataset of the Open Reaction Database (ORD), a public repository of structured organic reaction records. describe an organic reaction: reactants, conditions, products, and yield Isolated yield 16.3%. The reactants are CS(=O)(=O)OCCN1CCSC2=C1C=CC=C2 (2-(2,3-dihydro-1,4-benzothiazin-4-yl)ethyl methanesulfonate), C([O-])([O-])=O.[K+].[K+] (potassium carbonate), OC(C(=O)OCC)CC1=CC=C(C=C1)O (ethyl 2-hydroxy-3-(4-hydroxyphenyl)propanoate). Procedure: The title compound (1.9 g, 17%) was prepared as a gummy liquid from 2-(2,3-dihydro-1,4-benzothiazin-4-yl)ethyl methanesulfonate (8.2 g, 30.0 mmol), potassium carbonate (20.7 g, 150 mmol) and ethyl 2-hydroxy-3-(4-hydroxyphenyl)propanoate (6.3 g, 30.0 mmol) using conditions analogous to that described in preparation 2. Reaction SMILES: CS([O:5][CH2:6][CH2:7][N:8]1[C:13]2[CH:14]=[CH:15][CH:16]=[CH:17][C:12]=2[S:11][CH2:10][CH2:9]1)(=O)=O.C(=O)([O-])[O-].[K+].[K+].[OH:24][CH:25]([CH2:31][C:32]1[CH:37]=[CH:36][C:35](O)=[CH:34][CH:33]=1)[C:26]([O:28][CH2:29][CH3:30])=[O:27]>>[S:11]1[C:12]2[CH:17]=[CH:16][CH:15]=[CH:14][C:13]=2[N:8]([CH2:7][CH2:6][O:5][C:35]2[CH:34]=[CH:33][C:32]([CH2:31][CH:25]([OH:24])[C:26]([O:28][CH2:29][CH3:30])=[O:27])=[CH:37][CH:36]=2)[CH2:9][CH2:10]1 |f:1.2.3|. Product: S1CCN(C2=C1C=CC=C2)CCOC2=CC=C(C=C2)CC(C(=O)OCC)O (Ethyl 3-[4-[2-(2,3-dihydro-1,4-benzothiazin-4-yl)ethoxy]phenyl]-2-hydroxypropanoate). The reactants are [OH-].[Na+] (sodium hydroxide), CO (methanol), COC(=O)C1=C(C=CC=C1)NC(=O)C1=CC=2C(C=3CCCCC3OC2C=C1)=O (N-(2'-methoxycarbonylphenyl)-5,6,7,8tetrahydro-9-oxo-xanthene-2-carboxylic acid amide), aqueous solution. Solvent: O (water). Product: C(=O)(O)C1=C(C=CC=C1)NC(=O)C1=CC=2C(C=3CCCCC3OC2C=C1)=O (N-(2'-carboxyphenyl)-5,6,7,8-tetrahydro-9-oxo-xanthene-2-carboxylic acid amide). Yield: 71.8%. As a reaction SMILES: CO.C[O:4][C:5]([C:7]1[CH:12]=[CH:11][CH:10]=[CH:9][C:8]=1[NH:13][C:14]([C:16]1[CH:29]=[CH:28][C:27]2[O:26][C:25]3[CH2:24][CH2:23][CH2:22][CH2:21][C:20]=3[C:19](=[O:30])[C:18]=2[CH:17]=1)=[O:15])=[O:6].[OH-].[Na+]>O>[C:5]([C:7]1[CH:12]=[CH:11][CH:10]=[CH:9][C:8]=1[NH:13][C:14]([C:16]1[CH:29]=[CH:28][C:27]2[O:26][C:25]3[CH2:24][CH2:23][CH2:22][CH2:21][C:20]=3[C:19](=[O:30])[C:18]=2[CH:17]=1)=[O:15])([OH:6])=[O:4] |f:2.3|. Procedure details: To 80 ml of a methanol suspension containing 4.31 of N-(2'-methoxycarbonylphenyl)-5,6,7,8tetrahydro-9-oxo-xanthene-2-carboxylic acid amide obtained in Example 43 was added 10 ml of an aqueous solution containing 0.48 g of sodium hydroxide. The mixture was heated for 3 hours under refluxing and stirring conditions. The solvent was then removed by distillation to give a residue which was dissolved in hot water and filtered. The filtrate was acidified with concentrated hydrochloric acid to separate...